This data is from the Open Reaction Database (ORD), a public repository of structured organic reaction records. The task is: describe an organic reaction: reactants, conditions, products, and yield Reactants: CC(C)(C)C(=O)Nc1cccc(OC(=O)Cl)c1, N#CCNc1ccccc1, CC#N, O. Yields the product CC(C)(C)C(=O)Nc1cccc(OC(=O)N(CC#N)c2ccccc2)c1. Reaction SMILES: [C:11]([CH3:12])([CH3:13])([CH3:14])[C:15](=[O:16])[NH:17][c:18]1[cH:19][c:20]([O:24][C:25](=[O:26])[Cl:27])[cH:21][cH:22][cH:23]1.[C:1](#[N:2])[CH2:3][NH:4][c:5]1[cH:6][cH:7][cH:8][cH:9][cH:10]1.[CH3:29][C:30]#[N:31].[OH2:28]>>[C:1](#[N:2])[CH2:3][N:4]([c:5]1[cH:6][cH:7][cH:8][cH:9][cH:10]1)[C:25]([O:24][c:20]1[cH:19][c:18]([NH:17][C:15]([C:11]([CH3:12])([CH3:13])[CH3:14])=[O:16])[cH:23][cH:22][cH:21]1)=[O:26]. Reactants: NC(=O)N (urea), N1=CC=CC=C1 (pyridine), CC(C(=O)F)(C(=O)F)C(F)(F)F (methyltrifluoromethylmalonyl fluoride), NC(=O)N (Urea). Run in C(OC)COC (glyme), C(OC)COC (glyme). Run at time 8 hour. Product: CC1(C(NC(NC1=O)=O)=O)C(F)(F)F (5-methyl-5-trifluoromethylbarbituric acid). The yield is 72.3%. As a reaction SMILES: [NH2:1][C:2]([NH2:4])=[O:3].N1C=CC=CC=1.[CH3:11][C:12]([C:19]([F:22])([F:21])[F:20])([C:16](F)=[O:17])[C:13](F)=[O:14]>C(COC)OC>[CH3:11][C:12]1([C:19]([F:22])([F:21])[F:20])[C:16](=[O:17])[NH:4][C:2](=[O:3])[NH:1][C:13]1=[O:14]. Procedure: To a suspension of 1.50 g (0.025 mol) of urea in 30 ml of glyme and 4.0 g (0.050 mol) of pyridine was added dropwise with stirring a solution of 5.0 g (0.026 mol) of methyltrifluoromethylmalonyl fluoride in 20 ml of glyme. Urea dissolved during a mildly exothermic reaction and the homogeneous solution was allowed to stand overnight. The mixture was then refluxed briefly, solvent was removed under vacuum, and the residue was stirred with 25 ml of water. Filtration and rinsing with water gave 3.80... The reactants are CO, CC(C)C(C)N, COC(C=O)OC, O. Product: COC(CNC(C)C(C)C)OC. Reaction SMILES: [CH3:14][OH:15].[CH3:1][CH:2]([CH:3]([CH3:4])[NH2:5])[CH3:6].[CH3:7][O:8][CH:9]([CH:10]=[O:11])[O:12][CH3:13].[OH2:16]>>[CH3:1][CH:2]([CH:3]([CH3:4])[NH:5][CH2:10][CH:9]([O:8][CH3:7])[O:12][CH3:13])[CH3:6].